From a dataset of the Open Reaction Database (ORD), a public repository of structured organic reaction records. describe an organic reaction: reactants, conditions, products, and yield Starting materials: C(CC[C@@H](C(=O)O)NC(=O)C1=CC=C(N2C=[N+]3C=4C(NC(=NC4NCC3C2)N)=O)C=C1)(=O)O (5,10-methenyl-5,6,7,8-tetrahydrofolic acid), amine, O (water). Yields the product C1=CC(=CC=C1C(=O)N[C@@H](CCC(=O)O)C(=O)O)NCC2CNC3=C(N2C=O)C(=O)N=C(N3)N (leucovorin). As a reaction SMILES: [C:1]([OH:33])(=[O:32])[CH2:2][CH2:3][C@H:4]([NH:8][C:9]([C:11]1[CH:31]=[CH:30][C:14]([N:15]2[CH2:27][CH:26]3[N+:17]([C:18]4[C:19](=[O:29])[NH:20][C:21]([NH2:28])=[N:22][C:23]=4[NH:24][CH2:25]3)=[CH:16]2)=[CH:13][CH:12]=1)=[O:10])[C:5]([OH:7])=[O:6].[OH2:34]>>[CH:12]1[C:11]([C:9]([NH:8][C@H:4]([C:5]([OH:7])=[O:6])[CH2:3][CH2:2][C:1]([OH:33])=[O:32])=[O:10])=[CH:31][CH:30]=[C:14]([NH:15][CH2:27][CH:26]2[N:17]([CH:16]=[O:34])[C:18]3[C:19]([N:20]=[C:21]([NH2:28])[NH:22][C:23]=3[NH:24][CH2:25]2)=[O:29])[CH:13]=1. Reported procedure: The reaction of this invention comprises mixing 5,10-methenyl-5,6,7,8-tetrahydrofolic acid (anhydroleucovorin), an amine base, and water and heating the mixture at a temperature of from about 50° C. to reflux for a period of time of from about 30 min to about 10 hours, perferably about 4-6 hours, at a pH of from about 5-7 to give leucovorin. The pH of the mixture is adjusted to and maintained at 5 to 7 by the addition or removal, as appropriate, of suitable amounts of the amine bases useful in t... Reactants: CC=CC(=O)OC(C)(C)C, COC(=O)CS, C1CCNCC1. The product is COC(=O)CSC(C)CC(=O)OC(C)(C)C. As a reaction SMILES: [C:13]([CH:14]=[CH:15][CH3:16])(=[O:17])[O:18][C:19]([CH3:20])([CH3:21])[CH3:22].[C:1]([CH2:2][SH:3])(=[O:4])[O:5][CH3:6].[CH2:7]1[CH2:8][CH2:9][NH:10][CH2:11][CH2:12]1>>[C:1]([CH2:2][S:3][CH:15]([CH2:14][C:13](=[O:17])[O:18][C:19]([CH3:20])([CH3:21])[CH3:22])[CH3:16])(=[O:4])[O:5][CH3:6]. Reported procedure: The known 2-amino-5,6-dimethylpyrazine can be brominated by Preparation 72, Step A method, and then reacted with benzyl alcohol by Preparation 45 method to provide 2-amino-3-benzyloxy-5,6-dimethylpyrazine. The 2-amino group is converted to the 2-hydroxy by the method described by Sharp et al, ibid., (see Route III) which when treated with phosphorus oxychloride by Preparation 13, Step B method, there is obtained 2-chloro-3-benzyloxy-5,6-dimethylpyrazine. The product is NC1=NC(=C(N=C1OCC1=CC=CC=C1)C)C (2-amino-3-benzyloxy-5,6-dimethylpyrazine). Reactants: NC1=NC(=C(N=C1)C)C (2-amino-5,6-dimethylpyrazine), C(C1=CC=CC=C1)O (benzyl alcohol). RXN SMILES: [NH2:1][C:2]1[CH:7]=[N:6][C:5]([CH3:8])=[C:4]([CH3:9])[N:3]=1.[CH2:10]([OH:17])[C:11]1[CH:16]=[CH:15][CH:14]=[CH:13][CH:12]=1>>[NH2:1][C:2]1[C:7]([O:17][CH2:10][C:11]2[CH:16]=[CH:15][CH:14]=[CH:13][CH:12]=2)=[N:6][C:5]([CH3:8])=[C:4]([CH3:9])[N:3]=1. Procedure details: 5-Isopropyl-azepan-2-one (39.5 g, 254.4 mmol) was dissolved in xylenes (1.1 liter) and phosphorus pentachloride (159.0 g, 763.3 mmol) was added and the reaction mixture slowly warmed to 90° C. HCl(g) accompanied the slow dissolution of phosphorus pentachloride and after 30 min a clear yellow solution resulted. After a further 90 min at 90° C. the reaction mixture was allowed to cool (ice-water bath) and water (500 ml) was added dropwise. The emulsion was stirred for a further 90 min at r.t and t... The solvent is xylenes, O (water). Starting materials: P(Cl)(Cl)(Cl)(Cl)Cl (phosphorus pentachloride), C(C)(C)C1CCC(NCC1)=O (5-Isopropyl-azepan-2-one), P(Cl)(Cl)(Cl)(Cl)Cl (phosphorus pentachloride), Cl (HCl), ice water. The product is ClC1(C(NCCC(C1)C(C)C)=O)Cl (3,3-Dichloro-5-isopropyl-azepan-2-one). Conditions: temperature 90 celsius, time 90 minute. As a reaction SMILES: [CH:1]([CH:4]1[CH2:10][CH2:9][NH:8][C:7](=[O:11])[CH2:6][CH2:5]1)([CH3:3])[CH3:2].P(Cl)(Cl)(Cl)(Cl)[Cl:13].[ClH:18]>O>[Cl:18][C:6]1([Cl:13])[CH2:5][CH:4]([CH:1]([CH3:3])[CH3:2])[CH2:10][CH2:9][NH:8][C:7]1=[O:11]. Starting materials: CC(C(=O)O)c1ccc(CC2CCCC2=O)cc1, NCc1ccc2c(c1)OCO2. The reagents and catalysts are C1=CN(C=N1)C(=O)N2C=CN=C2 (CDI), C1CCC2=NCCCN2CC1 (DBU). The solvent is CN(C)C=O (DMF), CN(C)C=O (DMF), CN(C)C=O (DMF), CN(C)C=O (DMF), CN(C)C=O (DMF), CN(C)C=O (DMF). Conditions: temperature 25 celsius, time 2 hour. Yields the product CC(C(=O)NCc1ccc2c(c1)OCO2)c1ccc(CC2CCCC2=O)cc1. Isolated yield 63.4%. As a reaction SMILES: NCc1ccc2c(c1)OCO2.CC(C(=O)O)c1ccc(CC2CCCC2=O)cc1.C1=CN(C=N1)C(=O)N2C=CN=C2.C1CCC2=NCCCN2CC1.CN(C)C=O>>CC(C(=O)NCc1ccc2c(c1)OCO2)c1ccc(CC2CCCC2=O)cc1.